From a dataset of the Open Reaction Database (ORD), a public repository of structured organic reaction records. describe an organic reaction: reactants, conditions, products, and yield Starting materials: COC(=O)Cn1ncc2cc(-n3ccc(OCc4ccccc4)cc3=O)ccc21, Cc1ccccc1, CCOC(C)=O, CCOCC, Cl, NCCN, O. Yields the product O=c1cc(OCc2ccccc2)ccn1-c1ccc2c(cnn2CC2=NCCN2)c1, Cl. Reaction SMILES: [CH2:1]([c:2]1[cH:3][cH:4][cH:5][cH:6][cH:7]1)[O:8][c:9]1[cH:10][c:11](=[O:29])[n:12](-[c:15]2[cH:16][c:17]3[cH:18][n:19][n:20]([CH2:24][C:25]([O:26][CH3:27])=[O:28])[c:21]3[cH:22][cH:23]2)[cH:13][cH:14]1.[CH3:35][c:36]1[cH:37][cH:38][cH:39][cH:40][cH:41]1.[CH3:43][CH2:44][O:45][C:46](=[O:47])[CH3:48].[CH3:49][CH2:50][O:51][CH2:52][CH3:53].[ClH:34].[NH2:30][CH2:31][CH2:32][NH2:33].[OH2:42]>>[CH2:1]([c:2]1[cH:3][cH:4][cH:5][cH:6][cH:7]1)[O:8][c:9]1[cH:10][c:11](=[O:29])[n:12](-[c:15]2[cH:16][c:17]3[cH:18][n:19][n:20]([CH2:24][C:25]4=[N:33][CH2:32][CH2:31][NH:30]4)[c:21]3[cH:22][cH:23]2)[cH:13][cH:14]1.[ClH:34]. The reactants are C1(CCCCC1)CN1C(=O)N(C=2N=C(NC2C1=O)Br)CC1CCCCC1 (1,3-di-cyclohexylmethyl-8-bromo xanthine), N1CCCCC1 (piperidine). Product: C1(CCCCC1)CN1C(=O)N(C=2N=C(NC2C1=O)N1CCCCC1)CC1CCCCC1 (1,3-Di-cyclohexylmethyl-8-piperidinyl Xanthine). As a reaction SMILES: [CH:1]1([CH2:7][N:8]2[C:17](=[O:18])[C:16]3[NH:15][C:14](Br)=[N:13][C:12]=3[N:11]([CH2:20][CH:21]3[CH2:26][CH2:25][CH2:24][CH2:23][CH2:22]3)[C:9]2=[O:10])[CH2:6][CH2:5][CH2:4][CH2:3][CH2:2]1.[NH:27]1[CH2:32][CH2:31][CH2:30][CH2:29][CH2:28]1>>[CH:1]1([CH2:7][N:8]2[C:17](=[O:18])[C:16]3[NH:15][C:14]([N:27]4[CH2:32][CH2:31][CH2:30][CH2:29][CH2:28]4)=[N:13][C:12]=3[N:11]([CH2:20][CH:21]3[CH2:26][CH2:25][CH2:24][CH2:23][CH2:22]3)[C:9]2=[O:10])[CH2:6][CH2:5][CH2:4][CH2:3][CH2:2]1. Procedure details: The title compound was prepared from 1,3-di-cyclohexylmethyl-8-bromo xanthine (0.7 g, 0.0017 mol) and piperidine (0.28 g, 0,003 mol) using an analogous procedure to that described in Example 19. The title product was obtained as a crystalline solid, m.pt. 266° C. Starting materials: solution, B(Br)(Br)Br (boron tribromide), ClC1=C(C2=C(CCN(CC2)C(C(F)(F)F)=O)C=C1)NCC1=CC=C(C=C1)OC (7-chloro-6-(4-methoxybenzylamino)-3-(2,2,2-trifluoroacetyl)-2,3,4,5-tetrahydro-1H-benzo[d]azepine). Solvent: C(Cl)Cl (DCM), C(Cl)Cl (DCM). The product is ClC1=C(C2=C(CCN(CC2)C(C(F)(F)F)=O)C=C1)NCC1=CC=C(C=C1)O (7-Chloro-6-(4-hydroxybenzylamino)-3-(2,2,2-trifluoroacetyl)-2,3,4,5-tetrahydro-1H-benzo[d]azepine). The yield is 55.1%. As a reaction SMILES: [Cl:1][C:2]1[CH:18]=[CH:17][C:5]2[CH2:6][CH2:7][N:8]([C:11](=[O:16])[C:12]([F:15])([F:14])[F:13])[CH2:9][CH2:10][C:4]=2[C:3]=1[NH:19][CH2:20][C:21]1[CH:26]=[CH:25][C:24]([O:27]C)=[CH:23][CH:22]=1.B(Br)(Br)Br>C(Cl)Cl>[Cl:1][C:2]1[CH:18]=[CH:17][C:5]2[CH2:6][CH2:7][N:8]([C:11](=[O:16])[C:12]([F:14])([F:13])[F:15])[CH2:9][CH2:10][C:4]=2[C:3]=1[NH:19][CH2:20][C:21]1[CH:22]=[CH:23][C:24]([OH:27])=[CH:25][CH:26]=1. Procedure details: Dissolve 7-chloro-6-(4-methoxybenzylamino)-3-(2,2,2-trifluoroacetyl)-2,3,4,5-tetrahydro-1H-benzo[d]azepine (1.667 g) in DCM (40 mL). Add a 1M solution of boron tribromide in DCM (10 mL) at 0° C. Stir the reaction for 12 h and gradually raise to room temperature. Quench the reaction with saturated aqueous NaHCO3 and extract with DCM three times. Combine the organic extracts, wash with brine, dry over Na2SO4, filter and concentrate. Purify by chromatography on silica gel eluting with EtOAc/hexane ... Procedure details: The title compound, m.p. 218-222° C., and MS: m/e=325.3 (M+H+), was prepared from 4-chloro-7-methoxy-2-phenyl-quinoline and (RS)-3-amino-1,2-propandiol. Reactants: ClC1=CC(=NC2=CC(=CC=C12)OC)C1=CC=CC=C1 (4-chloro-7-methoxy-2-phenyl-quinoline), NCC(CO)O ((RS)-3-amino-1,2-propandiol). As a reaction SMILES: [Cl:1][C:2]1[C:11]2[C:6](=[CH:7][C:8]([O:12][CH3:13])=[CH:9][CH:10]=2)[N:5]=[C:4]([C:14]2[CH:19]=[CH:18][CH:17]=[CH:16][CH:15]=2)[CH:3]=1.[NH2:20][CH2:21][CH:22]([OH:25])[CH2:23][OH:24]>>[ClH:1].[CH3:13][O:12][C:8]1[CH:7]=[C:6]2[C:11]([C:2]([NH:20][CH2:21][CH:22]([OH:25])[CH2:23][OH:24])=[CH:3][C:4]([C:14]3[CH:19]=[CH:18][CH:17]=[CH:16][CH:15]=3)=[N:5]2)=[CH:10][CH:9]=1 |f:2.3|. The product is Cl.COC1=CC=C2C(=CC(=NC2=C1)C1=CC=CC=C1)NCC(CO)O ((RS)-3-(7-Methoxy-2-phenyl-quinolin-4-ylamino)-propane-1,2-diol hydrochloride). The reactants are ClC1=CC=2C3=C(N(C2C=C1)CC(C)(O)C=1C=NC=CC1)CCN(C3)C (1-(8-Chloro-1,2,3,4-tetrahydro-2-methylpyrido[4,3-b]indol-5-yl)-2-(pyridin-3-yl)propan-2-ol), S(O)(O)(=O)=O (sulfuric acid), [OH-].[K+] (KOH). Conditions: temperature 5 celsius. The product is ClC1=CC=2C3=C(N(C2C=C1)\C=C(/C)\C=1C=NC=CC1)CCN(C3)C ((E)-8-chloro-2,3,4,5-tetrahydro-2-methyl-5-(2-(pyridin-3-yl)prop-1-enyl)-1H-pyrido[4,3-b]indole). As a reaction SMILES: [Cl:1][C:2]1[CH:10]=[CH:9][C:8]2[N:7]([CH2:11][C:12]([C:15]3[CH:16]=[N:17][CH:18]=[CH:19][CH:20]=3)(O)[CH3:13])[C:6]3[CH2:21][CH2:22][N:23]([CH3:25])[CH2:24][C:5]=3[C:4]=2[CH:3]=1.S(=O)(=O)(O)O.[OH-].[K+]>>[Cl:1][C:2]1[CH:10]=[CH:9][C:8]2[N:7](/[CH:11]=[C:12](/[C:15]3[CH:16]=[N:17][CH:18]=[CH:19][CH:20]=3)\[CH3:13])[C:6]3[CH2:21][CH2:22][N:23]([CH3:25])[CH2:24][C:5]=3[C:4]=2[CH:3]=1 |f:2.3|. Reported procedure: 1-(8-Chloro-1,2,3,4-tetrahydro-2-methylpyrido[4,3-b]indol-5-yl)-2-(pyridin-3-yl)propan-2-ol (1 g, 2.81 mmol, 1 equiv.) was refluxed with 25% sulfuric acid (7 mL) for 2 h. The reaction mixture was cooled to 5° C. in an ice-water bath. KOH (15% aqueous solution) was added dropwise to the reaction mixture until pH 9-10 was achieved. The reaction mixture was extracted with EtOAc (3×10 mL). The combined organic layer was washed with water (10 mL) followed by brine, dried over sodium sulfate and evapo... Reactants: CN(C)C1CCN(Cc2cc3nc(Cl)nc(N4CCOCC4)c3s2)CC1, [H-], [Na+], CN(C)C=O, O, c1ccc2[nH]ccc2c1. Product: CN(C)C1CCN(Cc2cc3nc(-n4ccc5ccccc54)nc(N4CCOCC4)c3s2)CC1. RXN SMILES: [Cl:12][c:13]1[n:14][c:15]([N:32]2[CH2:33][CH2:34][O:35][CH2:36][CH2:37]2)[c:16]2[c:17]([n:18]1)[cH:19][c:20]([CH2:22][N:23]1[CH2:24][CH2:25][CH:26]([N:29]([CH3:30])[CH3:31])[CH2:27][CH2:28]1)[s:21]2.[H-:10].[Na+:11].[O:38]=[CH:39][N:40]([CH3:41])[CH3:42].[OH2:43].[nH:1]1[cH:2][cH:3][c:4]2[cH:5][cH:6][cH:7][cH:8][c:9]12>>[n:1]1(-[c:13]2[n:14][c:15]([N:32]3[CH2:33][CH2:34][O:35][CH2:36][CH2:37]3)[c:16]3[c:17]([n:18]2)[cH:19][c:20]([CH2:22][N:23]2[CH2:24][CH2:25][CH:26]([N:29]([CH3:30])[CH3:31])[CH2:27][CH2:28]2)[s:21]3)[cH:2][cH:3][c:4]2[cH:5][cH:6][cH:7][cH:8][c:9]12. Starting materials: C1(=CC(=CC(=C1)CNCCCNCCCNC(OC(C)(C)C)=O)CNCCCNCCCNC(OC(C)(C)C)=O)C1=CC=CC=C1 (Di-tert-butyl ((((([1,1′-biphenyl]-3,5-diylbis(methylene))bis(azanediyl))bis-(propane-3,1-diyl))bis(azanediyl))bis(propane-3,1-diyl))dicarbamate), Cl (HCl). Conditions: time 2 hour. The product is [Cl-].C1(=CC(=CC(=C1)C[NH2+]CCC[NH2+]CCC[NH3+])C[NH2+]CCC[NH2+]CCC[NH3+])C1=CC=CC=C1.[Cl-].[Cl-].[Cl-].[Cl-].[Cl-] (N1,N1′-([1,1′-biphenyl]-3,5-diylbis(methylene))bis(N3-(3-ammoniopropyl)propane-1,3-diaminium) chloride). Yield: 60.0%. Reaction SMILES: [C:1]1([C:41]2[CH:46]=[CH:45][CH:44]=[CH:43][CH:42]=2)[CH:6]=[C:5]([CH2:7][NH:8][CH2:9][CH2:10][CH2:11][NH:12][CH2:13][CH2:14][CH2:15][NH:16]C(=O)OC(C)(C)C)[CH:4]=[C:3]([CH2:24][NH:25][CH2:26][CH2:27][CH2:28][NH:29][CH2:30][CH2:31][CH2:32][NH:33]C(=O)OC(C)(C)C)[CH:2]=1.[ClH:47]>>[Cl-:47].[C:1]1([C:41]2[CH:46]=[CH:45][CH:44]=[CH:43][CH:42]=2)[CH:6]=[C:5]([CH2:7][NH2+:8][CH2:9][CH2:10][CH2:11][NH2+:12][CH2:13][CH2:14][CH2:15][NH3+:16])[CH:4]=[C:3]([CH2:24][NH2+:25][CH2:26][CH2:27][CH2:28][NH2+:29][CH2:30][CH2:31][CH2:32][NH3+:33])[CH:2]=1.[Cl-:47].[Cl-:47].[Cl-:47].[Cl-:47].[Cl-:47] |f:2.3.4.5.6.7.8|. Procedure details: To the crude N1,N1′-([1,1′-biphenyl]-3,5-diylbis(methylene))bis(N3-(3-ammoniopropyl)propane-1,3-diaminium) chloride from Step 2 was added methanolic HCl (150 mL, 1.0 M). The reaction mixture was stirred for 2 h and concentrated under reduced pressure. The solid was collected by vacuum filtration and washed with Et2O (30 mL) and hot MeOH (30 mL) to afford the desired product (6.8 g, 60%) as a white solid. 1H NMR (D2O, 500 MHz) δ ppm 7.85 (s, 2H), 7.74 (d, J=7.5 Hz, 2H), 7.59-7.56 (m, 3H), 7.50-7....